From a dataset of the Open Reaction Database (ORD), a public repository of structured organic reaction records. describe an organic reaction: reactants, conditions, products, and yield The reactants are BrCCC1OCCO1 (2-(bromoethyl)-1,3-dioxolane), C1(=CC=CC=C1)P(C1=CC=CC=C1)C1=CC=CC=C1 (triphenylphosphine). Reaction conditions: temperature 80 celsius. The product is [Br-].C1(=CC=CC=C1)[P+](C1OCCO1)(C1=CC=CC=C1)C1=CC=CC=C1 (triphenyl-(1,3-dioxolan-2-yl)-phosphonium bromide). Isolated yield 87.2%. As a reaction SMILES: [Br:1]CC[CH:4]1[O:8][CH2:7][CH2:6][O:5]1.[C:9]1([P:15]([C:22]2[CH:27]=[CH:26][CH:25]=[CH:24][CH:23]=2)[C:16]2[CH:21]=[CH:20][CH:19]=[CH:18][CH:17]=2)[CH:14]=[CH:13][CH:12]=[CH:11][CH:10]=1>>[Br-:1].[C:22]1([P+:15]([C:9]2[CH:10]=[CH:11][CH:12]=[CH:13][CH:14]=2)([C:16]2[CH:21]=[CH:20][CH:19]=[CH:18][CH:17]=2)[CH:4]2[O:5][CH2:6][CH2:7][O:8]2)[CH:23]=[CH:24][CH:25]=[CH:26][CH:27]=1 |f:2.3|. Reported procedure: A mixture of 180 g of 2-(bromoethyl)-1,3-dioxolane and 260 g of triphenylphosphine was heated at 80° C. for 36 hours and the mixture was cooled and filtered. The product was dissolved in methylene chloride and the solution was poured into 3000 ml of ether. The mixture was stirred and vacuum filtered and the product was empasted with ether to obtain 359 g of triphenyl-(1,3-dioxolan-2-yl)-phosphonium bromide melting at 206° C.